This data is from the Open Reaction Database (ORD), a public repository of structured organic reaction records. The task is: describe an organic reaction: reactants, conditions, products, and yield The reactants are C(C1=CC=CC=C1)N([C@H]([C@H](O)C(CCC=C)NC(C=C)=O)CC1=CC=CC=C1)CC1=CC=CC=C1 (N-[1-((1R,2S)-2-dibenzylamino-1-hydroxy-3-phenyl-propyl)-pent-4-enyl]-acrylamide). Reagents/catalysts: CC1=CC(=C(C(=C1)C)N2CCN(C2=[Ru](=CC3=CC=CC=C3)(Cl)Cl)C4=C(C=C(C=C4C)C)C)C.C1CCC(CC1)P(C2CCCCC2)C3CCCCC3 (Grubb's second generation catalyst). Solvent: ClCCl (dichloromethane). Product: C(C1=CC=CC=C1)N([C@H]([C@H](O)C1CCC=CC(N1)=O)CC1=CC=CC=C1)CC1=CC=CC=C1 (7-((1R,2S)-2-Dibenzylamino-1-hydroxy-3-phenylpropyl)-1,5,6,7-tetrahydro-azepin-2-one). RXN SMILES: [CH2:1]([N:8]([CH2:29][C:30]1[CH:35]=[CH:34][CH:33]=[CH:32][CH:31]=1)[C@@H:9]([CH2:22][C:23]1[CH:28]=[CH:27][CH:26]=[CH:25][CH:24]=1)[C@@H:10]([CH:12]([NH:17][C:18](=[O:21])C=C)[CH2:13][CH2:14][CH:15]=[CH2:16])[OH:11])[C:2]1[CH:7]=[CH:6][CH:5]=[CH:4][CH:3]=1>ClCCl.CC1C=C(C)C(N2C(=[Ru](Cl)(Cl)=CC3C=CC=CC=3)N(C3C(C)=CC(C)=CC=3C)CC2)=C(C)C=1.C1CCC(P(C2CCCCC2)C2CCCCC2)CC1>[CH2:29]([N:8]([CH2:1][C:2]1[CH:3]=[CH:4][CH:5]=[CH:6][CH:7]=1)[C@@H:9]([CH2:22][C:23]1[CH:28]=[CH:27][CH:26]=[CH:25][CH:24]=1)[C@@H:10]([CH:12]1[NH:17][C:18](=[O:21])[CH:16]=[CH:15][CH2:14][CH2:13]1)[OH:11])[C:30]1[CH:31]=[CH:32][CH:33]=[CH:34][CH:35]=1 |f:2.3|. Procedure: Dissolve N-[1-((1R,2S)-2-dibenzylamino-1-hydroxy-3-phenyl-propyl)-pent-4-enyl]-acrylamide (0.5 g, 1.06 mmol) in dichloromethane (50 mL) under nitrogen atmosphere and add Grubb's second generation catalyst (20% mol). Stir the reaction at 50° C. for one day. Concentrate under reduced pressure. Purify on silica gel with hexane/ethyl acetate mixtures to give a mixture of two products. (0, 210 g, 45%) that may be separated using HPLC-MS (19×300 mm, 7 μm, C-18 column; flow rate=20 mL/min; mobile phase...